This data is from the Open Reaction Database (ORD), a public repository of structured organic reaction records. The task is: describe an organic reaction: reactants, conditions, products, and yield The reactants are ClC1=CC=C(C=C1)C1=C(OC2=C(C(=CC=C2C1=O)O)OC)C(C)C (3-(4-chlorophenyl)-7-hydroxy-2-isopropyl-8-methoxy-chromen-4-one), [H-].[Na+] (sodium hydride), N1=CC=CC=C1 (pyridine), FC(S(=O)(=O)OS(=O)(=O)C(F)(F)F)(F)F (trifluoromethanesulfonic acid anhydride), ClC1=CC=C(C=C1)C1=C(OC2=C(C(=CC=C2C1=O)[O-])OC)C(C)C.[Na+] (sodium 3-(4-chlorophenyl)-2-isopropyl-8-methoxy-4-oxo-4H-chromen-7-olate). The reagents and catalysts are CN(C1=CC=NC=C1)C (4-dimethylaminopyridine). Solvent: O1CCCC1 (tetrahydrofuran), C(Cl)Cl (methylene chloride), C(Cl)Cl (methylene chloride). Run at time 8 hour. Product: ClC1=CC=C(C=C1)C1=C(OC2=C(C(=CC=C2C1=O)OS(=O)(=O)C(F)(F)F)OC)C(C)C (Trifluoromethanesulfonic acid 3-(4-chlorophenyl)-2-isopropyl-8-methoxy-4-oxo-4H-chromen-7-yl ester). As a reaction SMILES: [F:1][C:2]([F:15])([F:14])[S:3]([O:6]S(C(F)(F)F)(=O)=O)(=[O:5])=[O:4].[Cl:16][C:17]1[CH:22]=[CH:21][C:20]([C:23]2[C:32](=[O:33])[C:31]3[C:26](=[C:27]([O:35][CH3:36])[C:28]([O-])=[CH:29][CH:30]=3)[O:25][C:24]=2[CH:37]([CH3:39])[CH3:38])=[CH:19][CH:18]=1.[Na+].ClC1C=CC(C2C(=O)C3C(=C(OC)C(O)=CC=3)OC=2C(C)C)=CC=1.[H-].[Na+].N1C=CC=CC=1>C(Cl)Cl.O1CCCC1.CN(C)C1C=CN=CC=1>[Cl:16][C:17]1[CH:18]=[CH:19][C:20]([C:23]2[C:32](=[O:33])[C:31]3[C:26](=[C:27]([O:35][CH3:36])[C:28]([O:6][S:3]([C:2]([F:15])([F:14])[F:1])(=[O:5])=[O:4])=[CH:29][CH:30]=3)[O:25][C:24]=2[CH:37]([CH3:39])[CH3:38])=[CH:21][CH:22]=1 |f:1.2,4.5|. Procedure: A solution of trifluoromethanesulfonic acid anhydride (3.5 g, 2.1 ml, 12.4 mmol, 2 eq.) in anhydrous methylene chloride (10 ml) is added dropwise to a stirred solution of sodium 3-(4-chlorophenyl)-2-isopropyl-8-methoxy-4-oxo-4H-chromen-7-olate (2.28 g, 6.22 mmol; prepared by treating 3-(4-chlorophenyl)-7-hydroxy-2-isopropyl-8-methoxy-chromen-4-one with a molar equivalent of sodium hydride in dry tetrahydrofuran), pyridine (2 g, 2.1 ml, 25.5 mmol, 4.1 eq.) and 4-dimethylaminopyridine (0.076 g, 0.... Starting materials: BrC=1C(=C(C(=NC1C)C)[C@@H](C(=O)OCC)OC(C)(C)C)N1CCC(CC1)(C)C ((S)-ethyl 2-(5-bromo-4-(4,4-dimethylpiperidin-1-yl)-2,6-dimethylpyridin-3-yl)-2-(tert-butoxy)acetate), ClC1=CC=C(COC2=CC=C(C=C2)B(O)O)C=C1 ((4-((4-chlorobenzyl)oxy)phenyl)boronic acid), C(=O)([O-])[O-].[Na+].[Na+] (Na2CO3). Reagents/catalysts: C=1C=CC(=CC1)[P](C=2C=CC=CC2)(C=3C=CC=CC3)[Pd]([P](C=4C=CC=CC4)(C=5C=CC=CC5)C=6C=CC=CC6)([P](C=7C=CC=CC7)(C=8C=CC=CC8)C=9C=CC=CC9)[P](C=1C=CC=CC1)(C=1C=CC=CC1)C=1C=CC=CC1 (Pd(Ph3P)4). Run in CN(C)C=O (DMF). Reaction conditions: time 2 hour. Product: C(C)(C)(C)O[C@H](C(=O)OCC)C=1C(=NC(=C(C1N1CCC(CC1)(C)C)C1=CC=C(C=C1)OCC1=CC=C(C=C1)Cl)C)C ((S)-ethyl 2-(tert-butoxy)-2-(5-(4-((4-chlorobenzyl)oxy)phenyl)-4-(4,4-dimethylpiperidin-1-yl)-2,6-dimethylpyridin-3-yl)acetate). The yield is 59.6%. Reaction SMILES: Br[C:2]1[C:3]([N:21]2[CH2:26][CH2:25][C:24]([CH3:28])([CH3:27])[CH2:23][CH2:22]2)=[C:4]([C@H:10]([O:16][C:17]([CH3:20])([CH3:19])[CH3:18])[C:11]([O:13][CH2:14][CH3:15])=[O:12])[C:5]([CH3:9])=[N:6][C:7]=1[CH3:8].[Cl:29][C:30]1[CH:46]=[CH:45][C:33]([CH2:34][O:35][C:36]2[CH:41]=[CH:40][C:39](B(O)O)=[CH:38][CH:37]=2)=[CH:32][CH:31]=1.C([O-])([O-])=O.[Na+].[Na+]>CN(C=O)C.C1C=CC([P]([Pd]([P](C2C=CC=CC=2)(C2C=CC=CC=2)C2C=CC=CC=2)([P](C2C=CC=CC=2)(C2C=CC=CC=2)C2C=CC=CC=2)[P](C2C=CC=CC=2)(C2C=CC=CC=2)C2C=CC=CC=2)(C2C=CC=CC=2)C2C=CC=CC=2)=CC=1>[C:17]([O:16][C@@H:10]([C:4]1[C:5]([CH3:9])=[N:6][C:7]([CH3:8])=[C:2]([C:39]2[CH:38]=[CH:37][C:36]([O:35][CH2:34][C:33]3[CH:32]=[CH:31][C:30]([Cl:29])=[CH:46][CH:45]=3)=[CH:41][CH:40]=2)[C:3]=1[N:21]1[CH2:26][CH2:25][C:24]([CH3:28])([CH3:27])[CH2:23][CH2:22]1)[C:11]([O:13][CH2:14][CH3:15])=[O:12])([CH3:20])([CH3:19])[CH3:18] |f:2.3.4,^1:61,63,82,101|. Procedure details: A mixture of (S)-ethyl 2-(5-bromo-4-(4,4-dimethylpiperidin-1-yl)-2,6-dimethylpyridin-3-yl)-2-(tert-butoxy)acetate (0.0473 g, 0.104 mmol), (4-((4-chlorobenzyl)oxy)phenyl)boronic acid (0.041 g, 0.156 mmol) and 2M Na2CO3 (0.130 ml, 0.260 mmol) in DMF 92 mL) was degassed for 10 min. Then, Pd(Ph3P)4 (0.012 g, 10.39 μmol) was added, degassed for 5 min and placed in a oil bath pre-heated to 110 C. After 2 h, cooled and purified by pre-HPLC to afford (S)-ethyl 2-(tert-butoxy)-2-(5-(4-((4-chlorobenzyl)ox... Reactants: CO, COc1cc([N+](=O)[O-])c(C=O)cc1OCCCCl, OO. Yields the product COc1cc([N+](=O)[O-])c(C(=O)O)cc1OCCCCl. Reaction SMILES: [CH3:21][OH:22].[Cl:1][CH2:2][CH2:3][CH2:4][O:5][c:6]1[cH:7][c:8]([CH:9]=[O:10])[c:11]([N+:16](=[O:17])[O-:18])[cH:12][c:13]1[O:14][CH3:15].[OH:19][OH:20]>>[Cl:1][CH2:2][CH2:3][CH2:4][O:5][c:6]1[cH:7][c:8]([C:9](=[O:10])[OH:19])[c:11]([N+:16](=[O:17])[O-:18])[cH:12][c:13]1[O:14][CH3:15]. Reactants: O=C1NC2=CC=C(C=C2C(N1CCCCC(=O)OCC)=O)O (ethyl 2,4-dioxo-6-hydroxy-1,2,3,4-tetrahydroquinazoline-3-valerate), C(C)(C)N(C(C)C)CC (N,N-diisopropylethylamine), COCCOCCl (2-methoxyethoxymethyl chloride). Run in ClCCl (dichloromethane). Reaction conditions: time 18 hour. Product: O=C1NC2=CC=C(C=C2C(N1CCCCC(=O)OCC)=O)OCOCCOC (Ethyl 2,4-dioxo-6-(2-methoxyethoxy)methoxy-1,2,3,4-tetrahydroquinazoline-3-valerate). Isolated yield 79.1%. RXN SMILES: [O:1]=[C:2]1[N:11]([CH2:12][CH2:13][CH2:14][CH2:15][C:16]([O:18][CH2:19][CH3:20])=[O:17])[C:10](=[O:21])[C:9]2[C:4](=[CH:5][CH:6]=[C:7]([OH:22])[CH:8]=2)[NH:3]1.C(N(CC)C(C)C)(C)C.[CH3:32][O:33][CH2:34][CH2:35][O:36][CH2:37]Cl>ClCCl>[O:1]=[C:2]1[N:11]([CH2:12][CH2:13][CH2:14][CH2:15][C:16]([O:18][CH2:19][CH3:20])=[O:17])[C:10](=[O:21])[C:9]2[C:4](=[CH:5][CH:6]=[C:7]([O:22][CH2:32][O:33][CH2:34][CH2:35][O:36][CH3:37])[CH:8]=2)[NH:3]1. Procedure: To a suspension of ethyl 2,4-dioxo-6-hydroxy-1,2,3,4-tetrahydroquinazoline-3-valerate (3.50 g, 11.8 mmol) obtained in Reference Example 149 in dichloromethane (35.0 ml), N,N-diisopropylethylamine (2.05 ml, 17.7 mmol) and 2-methoxyethoxymethyl chloride (2.02 ml, 17.7 mmol) were added dropwise with cooling on ice, and the reaction mixture was stirred at room temperature for 18 hours. The solvent was distilled off under reduced pressure, and the residue was combined with water and extracted with et... Starting materials: [N+](=O)(O)[O-] (nitric acid), C(C)(=O)O (acetic acid), C(CC)(=O)C=1C(CC(CC1O)C1=C(C=C(C=C1C)C)C)=O (2-propionyl-3-hydroxy-5-mesitylcyclohex-2-en-1-one), ice water. The solvent is C(C)(=O)OC(C)=O (acetic anhydride), C(C)(=O)OC(C)=O (acetic anhydride). Conditions: time 1 hour. The product is C(CC)(=O)C=1C(CC(CC1O)C1=C(C(=C(C=C1C)C)[N+](=O)[O-])C)=O (2-propionyl-3-hydroxy-5-(3-nitro-2,4,6-trimethylphenyl)cyclohex-2-en-1-one). Yield: 83.0%. RXN SMILES: [N+:1]([O-:4])(O)=[O:2].C(O)(=O)C.[C:9]([C:13]1[C:14](=[O:29])[CH2:15][CH:16]([C:20]2[C:25]([CH3:26])=[CH:24][C:23]([CH3:27])=[CH:22][C:21]=2[CH3:28])[CH2:17][C:18]=1[OH:19])(=[O:12])[CH2:10][CH3:11]>C(OC(=O)C)(=O)C>[C:9]([C:13]1[C:18](=[O:19])[CH2:17][CH:16]([C:20]2[C:25]([CH3:26])=[CH:24][C:23]([CH3:27])=[C:22]([N+:1]([O-:4])=[O:2])[C:21]=2[CH3:28])[CH2:15][C:14]=1[OH:29])(=[O:12])[CH2:10][CH3:11]. Reported procedure: A solution of fuming nitric acid (2.17 ml), glacial acetic acid (1.98 ml) and acetic anhydride (1.94 ml) was added dropwise to a solution of 2-propionyl-3-hydroxy-5-mesitylcyclohex-2-en-1-one (10 g, 34.9 mmol) in acetic anhydride (23.3 ml) at 5°. Stirring was continued at 5° for 1 hr, then at 20° for 2 hr and 50° for 10 min. The mixture was then cooled and poured into ice water. The aqueous solution was extracted with methylene chloride. The organic layer was washed with water; saturated sodium ...